From a dataset of the Open Reaction Database (ORD), a public repository of structured organic reaction records. describe an organic reaction: reactants, conditions, products, and yield The reactants are CC(C)(C)OC(=O)N1CC2CN(Cc3ccccc3)CC2C1, CO. Product: CC(C)(C)OC(=O)N1CC2CNCC2C1. As a reaction SMILES: [C:1]([CH3:2])([CH3:3])([CH3:4])[O:5][C:6](=[O:7])[N:8]1[CH2:9][CH:10]2[CH2:11][N:12]([CH2:16][c:17]3[cH:18][cH:19][cH:20][cH:21][cH:22]3)[CH2:13][CH:14]2[CH2:15]1.[CH3:23][OH:24]>>[C:1]([CH3:2])([CH3:3])([CH3:4])[O:5][C:6](=[O:7])[N:8]1[CH2:9][CH:10]2[CH2:11][NH:12][CH2:13][CH:14]2[CH2:15]1. Reactants: FC1=CC=C2N=CC(N(C2=C1)CCN1CCC(CC1)NCC#CC1=CC=CC=C1)=O (7-fluoro-1-(2-(4-(3-phenyl-2-propyn-1-ylamino)piperidin-1-yl)ethyl)quinoxalin-2(1H)-one), Cl.C(C)(=O)OCC (hydrogen chloride ethyl acetate). The solvent is C(Cl)(Cl)Cl (chloroform). Reaction conditions: time 10 minute. Yields the product Cl.FC1=CC=C2N=CC(N(C2=C1)CCN1CCC(CC1)NCC#CC1=CC=CC=C1)=O (7-fluoro-1-(2-(4-(3-phenyl-2-propyn-1-ylamino)piperidin-1-yl)ethyl)quinoxalin-2(1H)-one hydrochloride). Reaction SMILES: [F:1][C:2]1[CH:11]=[C:10]2[C:5]([N:6]=[CH:7][C:8](=[O:30])[N:9]2[CH2:12][CH2:13][N:14]2[CH2:19][CH2:18][CH:17]([NH:20][CH2:21][C:22]#[C:23][C:24]3[CH:29]=[CH:28][CH:27]=[CH:26][CH:25]=3)[CH2:16][CH2:15]2)=[CH:4][CH:3]=1.[ClH:31].C(OCC)(=O)C>C(Cl)(Cl)Cl>[ClH:31].[F:1][C:2]1[CH:11]=[C:10]2[C:5]([N:6]=[CH:7][C:8](=[O:30])[N:9]2[CH2:12][CH2:13][N:14]2[CH2:15][CH2:16][CH:17]([NH:20][CH2:21][C:22]#[C:23][C:24]3[CH:25]=[CH:26][CH:27]=[CH:28][CH:29]=3)[CH2:18][CH2:19]2)=[CH:4][CH:3]=1 |f:1.2,4.5|. Procedure details: To 10 mL of a chloroform solution containing 209 mg of 7-fluoro-1-(2-(4-(3-phenyl-2-propyn-1-ylamino)piperidin-1-yl)ethyl)quinoxalin-2(1H)-one, 1 mL of 4 mol/L hydrogen chloride/ethyl acetate was added, and stirred at room temperature for 10 min. The solvent was removed under reduced pressure, ethyl acetate was added, and the resulting solid was filtered to give 197 mg of 7-fluoro-1-(2-(4-(3-phenyl-2-propyn-1-ylamino)piperidin-1-yl)ethyl)quinoxalin-2(1H)-one hydrochloride as a pale brown solid. Reactants: NC=1C(=C(C=C(C1)C#N)N1C[C@@H]([C@H](CC1)NC(OC)=O)O[Si](C)(C)C(C)(C)C)Cl (methyl ((3S,4S)-1-(3-amino-2-chloro-5-cyanophenyl)-3-((tert-butyldimethylsilyl)oxy) piperidin-4-yl)carbamate), NC1=CC=CC=C1 (aniline), C1(CC1)N(C1=NC(=NN2C1=NC=C2C#N)S(=O)(=O)C)CC2=CC=C(C=C2)OC (4-(cyclopropyl(4-methoxybenzyl)amino)-2-(methylsulfonyl)imidazo[2,1-f][1,2,4]triazine-7-carbonitrile). Yields the product [Si](C)(C)(C(C)(C)C)O[C@H]1CN(CC[C@@H]1NC(OC)=O)C1=C(C(=CC(=C1)C#N)NC1=NN2C(C(=N1)N(CC1=CC=C(C=C1)OC)C1CC1)=NC=C2C#N)Cl (Methyl ((3S,4S)-3-((tert-butyldimethylsilyl)oxy)-1-(2-chloro-5-cyano-3-((7-cyano-4-(cyclopropyl(4-methoxybenzyl)amino)imidazo[2,1-f][1,2,4]triazin-2-yl)amino)phenyl)piperidin-4-yl)carbamate). Reaction SMILES: [NH2:1][C:2]1[C:3]([Cl:29])=[C:4]([N:10]2[CH2:15][CH2:14][C@H:13]([NH:16][C:17](=[O:20])[O:18][CH3:19])[C@@H:12]([O:21][Si:22]([C:25]([CH3:28])([CH3:27])[CH3:26])([CH3:24])[CH3:23])[CH2:11]2)[CH:5]=[C:6]([C:8]#[N:9])[CH:7]=1.NC1C=CC=CC=1.[CH:37]1([N:40]([CH2:56][C:57]2[CH:62]=[CH:61][C:60]([O:63][CH3:64])=[CH:59][CH:58]=2)[C:41]2[C:46]3=[N:47][CH:48]=[C:49]([C:50]#[N:51])[N:45]3[N:44]=[C:43](S(C)(=O)=O)[N:42]=2)[CH2:39][CH2:38]1>>[Si:22]([O:21][C@@H:12]1[C@@H:13]([NH:16][C:17](=[O:20])[O:18][CH3:19])[CH2:14][CH2:15][N:10]([C:4]2[CH:5]=[C:6]([C:8]#[N:9])[CH:7]=[C:2]([NH:1][C:43]3[N:42]=[C:41]([N:40]([CH:37]4[CH2:39][CH2:38]4)[CH2:56][C:57]4[CH:62]=[CH:61][C:60]([O:63][CH3:64])=[CH:59][CH:58]=4)[C:46]4=[N:47][CH:48]=[C:49]([C:50]#[N:51])[N:45]4[N:44]=3)[C:3]=2[Cl:29])[CH2:11]1)([C:25]([CH3:26])([CH3:28])[CH3:27])([CH3:23])[CH3:24]. Procedure: methyl ((3S,4S)-3-((tert-butyldimethylsilyl)oxy)-1-(2-chloro-5-cyano-3-((7-cyano-4-(cyclopropyl(4-methoxybenzyl)amino)imidazo[2,1-f][1,2,4]triazin-2-yl)amino)phenyl)piperidin-4-yl)carbamate was prepared starting from methyl ((3S,4S)-1-(3-amino-2-chloro-5-cyanophenyl)-3-((tert-butyldimethylsilyl)oxy) piperidin-4-yl)carbamate (127 mg, 0.289 mmol) according to general procedure for the coupling of aniline to 4-(cyclopropyl(4-methoxybenzyl)amino)-2-(methylsulfonyl)imidazo[2,1-f][1,2,4]triazine-7-car... Reactants: FC1=C(C=CC(=C1)F)[C@]([C@@H](C)S[C@H]1CO[C@@H](OC1)/C=C/C=C/C1=C(C=C(C#N)C=C1)F)(CN1N=CN=C1)O (4-[(1E,3E)-4-[trans-5-[[(1R,2R)-2-(2,4-Difluorophenyl)-2-hydroxy-1-methyl-3-(1H-1,2,4-triazol-1-yl)propyl]thio]-1,3-dioxan-2-yl]-1,3-butadienyl]-3-fluorobenzonitrile), [Cl-].[NH4+] (ammonium chloride), [H-].[Na+] (sodium hydride), C(C)(=O)OCCCC(Cl)=O (4-chloro-oxobutyl acetate). The solvent is CN(C=O)C (N,N-dimethylformamide), C(C)(=O)OCC (ethyl acetate). Run at time 15 minute. Yields the product C(C)(=O)OCCCC(=O)O[C@@]([C@@H](C)S[C@H]1CO[C@@H](OC1)\C=C\C=C\C1=C(C=C(C=C1)C#N)F)(CN1N=CN=C1)C1=C(C=C(C=C1)F)F ((1R,2R)-2-[[trans-2-[(1E,3E)-4-(4-Cyano-2-fluorophenyl)-1,3-butadienyl]-1,3-dioxan-5-yl]thio]-1-(2,4-difluorophenyl)-1-[(1H-1,2,4-triazol-1-yl)methyl]propyl 4-acetoxybutyrate). Yield: 49.4%. Reaction SMILES: [F:1][C:2]1[CH:7]=[C:6]([F:8])[CH:5]=[CH:4][C:3]=1[C@@:9]([OH:38])([CH2:32][N:33]1[CH:37]=[N:36][CH:35]=[N:34]1)[C@H:10]([S:12][C@@H:13]1[CH2:18][O:17][C@@H:16](/[CH:19]=[CH:20]/[CH:21]=[CH:22]/[C:23]2[CH:30]=[CH:29][C:26]([C:27]#[N:28])=[CH:25][C:24]=2[F:31])[O:15][CH2:14]1)[CH3:11].[H-].[Na+].[C:41]([O:44][CH2:45][CH2:46][CH2:47][C:48](=[O:50])Cl)(=[O:43])[CH3:42].[Cl-].[NH4+]>CN(C)C=O.C(OCC)(=O)C>[C:41]([O:44][CH2:45][CH2:46][CH2:47][C:48]([O:38][C@:9]([C:3]1[CH:4]=[CH:5][C:6]([F:8])=[CH:7][C:2]=1[F:1])([CH2:32][N:33]1[CH:37]=[N:36][CH:35]=[N:34]1)[C@H:10]([S:12][C@@H:13]1[CH2:18][O:17][C@@H:16](/[CH:19]=[CH:20]/[CH:21]=[CH:22]/[C:23]2[CH:30]=[CH:29][C:26]([C:27]#[N:28])=[CH:25][C:24]=2[F:31])[O:15][CH2:14]1)[CH3:11])=[O:50])(=[O:43])[CH3:42] |f:1.2,4.5|. Procedure: 4-[(1E,3E)-4-[trans-5-[[(1R,2R)-2-(2,4-Difluorophenyl)-2-hydroxy-1-methyl-3-(1H-1,2,4-triazol-1-yl)propyl]thio]-1,3-dioxan-2-yl]-1,3-butadienyl]-3-fluorobenzonitrile (1.10 g, 2.03 mmol) obtained from Reference example 1 was dissolved in N,N-dimethylformamide (5 ml), and then sodium hydride (ca. 50 mg, 2.1 mmol) was added thereto at room temperature. The mixture was stirred for 15 minutes, then 4-chloro-oxobutyl acetate (330 mg, 2.0 mmol) obtained from Example 12-(1) was added thereto, and the re... Reactants: Fc1nc(NC2=NCC3(CN4CCC3CC4)O2)ccc1Br, ClC(Cl)Cl, O=C(OO)c1cccc(Cl)c1. Product: [O-][N+]12CCC(CC1)C1(CN=C(Nc3ccc(Br)c(F)n3)O1)C2. As a reaction SMILES: [Br:1][c:2]1[cH:3][cH:4][c:5]([NH:9][C:10]2=[N:14][CH2:13][C:12]3([O:11]2)[CH2:15][N:16]2[CH2:17][CH2:18][CH:19]3[CH2:20][CH2:21]2)[n:6][c:7]1[F:8].[Cl:33][CH:34]([Cl:35])[Cl:36].[OH:22][O:23][C:24]([c:25]1[cH:26][c:27]([Cl:28])[cH:29][cH:30][cH:31]1)=[O:32]>>[Br:1][c:2]1[cH:3][cH:4][c:5]([NH:9][C:10]2=[N:14][CH2:13][C:12]3([O:11]2)[CH2:15][N+:16]2([O-:22])[CH2:17][CH2:18][CH:19]3[CH2:20][CH2:21]2)[n:6][c:7]1[F:8].